Dataset: the Open Reaction Database (ORD), a public repository of structured organic reaction records. Task: describe an organic reaction: reactants, conditions, products, and yield The reactants are NCCN1CCNCC1, O=Cc1ccc(-c2cc3nccc(Nc4ccc5[nH]ccc5c4)c3s2)cc1. Product: c1cc(Nc2ccc3[nH]ccc3c2)c2sc(-c3ccc(CNCCN4CCNCC4)cc3)cc2n1. Reaction SMILES: [N:1]1([CH2:7][CH2:8][NH2:9])[CH2:2][CH2:3][NH:4][CH2:5][CH2:6]1.[nH:10]1[cH:11][cH:12][c:13]2[cH:14][c:15]([NH:19][c:20]3[c:21]4[c:22]([n:23][cH:24][cH:25]3)[cH:26][c:27](-[c:29]3[cH:30][cH:31][c:32]([CH:33]=[O:34])[cH:35][cH:36]3)[s:28]4)[cH:16][cH:17][c:18]12>>[N:1]1([CH2:7][CH2:8][NH:9][CH2:33][c:32]2[cH:31][cH:30][c:29](-[c:27]3[cH:26][c:22]4[c:21]([c:20]([NH:19][c:15]5[cH:14][c:13]6[cH:12][cH:11][nH:10][c:18]6[cH:17][cH:16]5)[cH:25][cH:24][n:23]4)[s:28]3)[cH:36][cH:35]2)[CH2:2][CH2:3][NH:4][CH2:5][CH2:6]1. The reactants are [C@H]12[C@H](NC[C@@H]2CCC1)CNC(=O)C1=C(N=C2SC=CN21)C (6-methyl-imidazo[2,1-b]thiazole-5-carboxylic acid-[(1S,2S,5R)-3-aza-bicyclo[3.3.0]oct-2-ylmethyl]-amide), CC=1SC(=C(N1)C(=O)O)C1=CC(=CC=C1)C(F)(F)F (2-methyl-5-(3-trifluoromethyl-phenyl)-thiazole-4-carboxylic acid). The product is CC=1SC(=C(N1)C(=O)N1[C@@H]([C@H]2CCC[C@H]2C1)CNC(=O)C1=C(N=C2SC=CN21)C)C2=CC(=CC=C2)C(F)(F)F (6-Methyl-imidazo[2,1-b]thiazole-5-carboxylic acid-(1S,2S,5R)-{3-[2-methyl-5-(3-trifluoromethyl-phenyl)-thiazole-4-carbonyl]-3-aza-bicyclo[3.3.0]oct-2-ylmethyl}-amide). As a reaction SMILES: [C@H:1]12[CH2:8][CH2:7][CH2:6][C@H:5]1[CH2:4][NH:3][C@@H:2]2[CH2:9][NH:10][C:11]([C:13]1[N:20]2[C:16]([S:17][CH:18]=[CH:19]2)=[N:15][C:14]=1[CH3:21])=[O:12].[CH3:22][C:23]1[S:24][C:25]([C:31]2[CH:36]=[CH:35][CH:34]=[C:33]([C:37]([F:40])([F:39])[F:38])[CH:32]=2)=[C:26]([C:28](O)=[O:29])[N:27]=1>>[CH3:22][C:23]1[S:24][C:25]([C:31]2[CH:36]=[CH:35][CH:34]=[C:33]([C:37]([F:40])([F:38])[F:39])[CH:32]=2)=[C:26]([C:28]([N:3]2[CH2:4][C@H:5]3[C@H:1]([CH2:8][CH2:7][CH2:6]3)[C@H:2]2[CH2:9][NH:10][C:11]([C:13]2[N:20]3[C:16]([S:17][CH:18]=[CH:19]3)=[N:15][C:14]=2[CH3:21])=[O:12])=[O:29])[N:27]=1. Reported procedure: prepared by reaction of 6-methyl-imidazo[2,1-b]thiazole-5-carboxylic acid-[(1S,2S,5R)-3-aza-bicyclo[3.3.0]oct-2-ylmethyl]-amide with 2-methyl-5-(3-trifluoromethyl-phenyl)-thiazole-4-carboxylic acid.